This data is from the Open Reaction Database (ORD), a public repository of structured organic reaction records. The task is: describe an organic reaction: reactants, conditions, products, and yield The reactants are C1CCOC1, CCCCC(CC)COC(=O)Cl, COS(=O)(=O)OC, CC(C)N, [H-], [Na+], O. Yields the product CCCCC(CC)COC(=O)N(C)C(C)C. Reaction SMILES: [CH2:26]1[O:27][CH2:28][CH2:29][CH2:30]1.[CH2:7]([CH3:8])[CH:9]([CH2:10][O:11][C:12](=[O:13])[Cl:14])[CH2:15][CH2:16][CH2:17][CH3:18].[CH3:19][O:20][S:21]([O:22][CH3:23])(=[O:24])=[O:25].[CH3:1][CH:2]([CH3:3])[NH2:4].[H-:6].[Na+:5].[OH2:31]>>[CH3:1][CH:2]([CH3:3])[N:4]([C:12]([O:11][CH2:10][CH:9]([CH2:7][CH3:8])[CH2:15][CH2:16][CH2:17][CH3:18])=[O:13])[CH3:19].